From a dataset of the Open Reaction Database (ORD), a public repository of structured organic reaction records. describe an organic reaction: reactants, conditions, products, and yield Reactants: ClC1=C(CC(CC1=O)CCC)NC(C(=O)OC)CC=1C=C2CCN(C2=CC1)C(C1=C(C=NC=C1Cl)Cl)=O (Methyl 2-[(2-chloro-5-propyl-3-oxo-1-cyclohexenyl)amino]-3-[1-(3,5-dichloroisonicotinoyl)-2,3-dihydro-1H-indol-5-yl]-Propanoate), ClC1=C(C(=O)N2CCC3=CC(=CC=C23)CC(C(=O)O)NC2=CC(C23CCCCC3)=O)C(=CN=C1)Cl (3-[1-(3,5-dichloroisonicotinoyl)-2,3-dihydro-1H-indol-5-yl]-2-[(3-oxo-spiro [3.5]non-1-en-1-yl)amino]-propanoic acid), 70V. Product: ClC1=C(CC(CC1=O)CCC)NC(C(=O)O)CC=1C=C2CCN(C2=CC1)C(C1=C(C=NC=C1Cl)Cl)=O (2-[(2-chloro-5-propyl-3-oxo-1-cyclohexenyl)amino]-3-[1-(3,5-dichloroisonicotinoyl)-2,3-dihydro-1H-indol-5-yl]-propanoic acid). Reaction SMILES: [Cl:1][C:2]1[C:7](=[O:8])[CH2:6][CH:5]([CH2:9][CH2:10][CH3:11])[CH2:4][C:3]=1[NH:12][CH:13]([CH2:18][C:19]1[CH:20]=[C:21]2[C:25](=[CH:26][CH:27]=1)[N:24]([C:28](=[O:37])[C:29]1[C:34]([Cl:35])=[CH:33][N:32]=[CH:31][C:30]=1[Cl:36])[CH2:23][CH2:22]2)[C:14]([O:16]C)=[O:15].ClC1C=NC=C(Cl)C=1C(N1C2C(=CC(CC(NC3C4(CCCCC4)C(=O)C=3)C(O)=O)=CC=2)CC1)=O>>[Cl:1][C:2]1[C:7](=[O:8])[CH2:6][CH:5]([CH2:9][CH2:10][CH3:11])[CH2:4][C:3]=1[NH:12][CH:13]([CH2:18][C:19]1[CH:20]=[C:21]2[C:25](=[CH:26][CH:27]=1)[N:24]([C:28](=[O:37])[C:29]1[C:30]([Cl:36])=[CH:31][N:32]=[CH:33][C:34]=1[Cl:35])[CH2:23][CH2:22]2)[C:14]([OH:16])=[O:15]. Reported procedure: The title compound was prepared from the compound of Example 34 in a similar manner to the compound of Example 2 as a white solid (114.7 mg, 74.5%). δH NMR (d6 DMSO) 8.82 (2H, s), 8.03 (0.86H, d) & 5.74 (0.14H, d), 8.97 (0.15H, d) & 7.20 (2H, m), 7.15 (0.86H, d) & 6.80 (0.14H, d), 4.62 (1H, dd), 3.76 (2H, t, J 7.3 Hz), 3.21 (1H, dd), 3.13 (2H, t), 3.02 (1H, dd), 1.23-0.76 (8H, m), 1.04 (3H, s). m/z (ES+, 70V) 550 (MH+).